From a dataset of the Open Reaction Database (ORD), a public repository of structured organic reaction records. describe an organic reaction: reactants, conditions, products, and yield Product: COc1ccc2nc(Br)c(O)cc2c1. Starting materials: COc1ccc2nc(Br)c(B(O)O)cc2c1, CCOCC, [Cl-], [NH4+], O, OO. RXN SMILES: [Br:3][c:4]1[n:5][c:6]2[cH:7][cH:8][c:9]([O:17][CH3:18])[cH:10][c:11]2[cH:12][c:13]1[B:14]([OH:15])[OH:16].[CH3:21][CH2:22][O:23][CH2:24][CH3:25].[Cl-:19].[NH4+:20].[OH2:26].[OH:1][OH:2]>>[OH:1][c:13]1[c:4]([Br:3])[n:5][c:6]2[cH:7][cH:8][c:9]([O:17][CH3:18])[cH:10][c:11]2[cH:12]1. Starting materials: C1=C(N=C2N1C1=CC=CC=C1C=C2)CO (imidazo-[1,2-a]-quinoline-2-methanol). Reagents/catalysts: [O-2].[O-2].[Mn+4] (manganese dioxide). Run in C(Cl)(Cl)Cl (chloroform). Yields the product C1=C(N=C2N1C1=CC=CC=C1C=C2)C=O (imidazo-[1,2-a]-quinoline-2-carboxaldehyde). The yield is 81.8%. As a reaction SMILES: [CH:1]1[N:5]2[C:6]3[C:11]([CH:12]=[CH:13][C:4]2=[N:3][C:2]=1[CH2:14][OH:15])=[CH:10][CH:9]=[CH:8][CH:7]=3>[O-2].[O-2].[Mn+4].C(Cl)(Cl)Cl>[CH:1]1[N:5]2[C:6]3[C:11]([CH:12]=[CH:13][C:4]2=[N:3][C:2]=1[CH:14]=[O:15])=[CH:10][CH:9]=[CH:8][CH:7]=3 |f:1.2.3|. Procedure details: A mixture of 4.2 g of imidazo-[1,2-a]-quinoline-2-methanol, 16.0 g of manganese dioxide and 11 ml of chloroform was refluxed for 4 hours and was then cooled overnight. The mixture was filtered through cellulose powder and the filter was washed with chloroform. The filtrate was evaporated to dryness under reduced pressure and the residue was triturated with diethyl ether to obtain 3.4 g of imidazo-[1,2-a]-quinoline-2-carboxaldehyde in the form of needles melting at 184°-185° C. after crystallizat... Starting materials: CCc1nc2c(cnn2CC)c(NC2CCOCC2)c1CN(C)Cc1cccc(C(=O)NCc2ccc(F)c(-c3cccc(CN4CCN(C(=O)OC(C)(C)C)CC4)c3)c2)c1, ClCCl, O=C(O)C(F)(F)F, [Na+], O=C([O-])O. Yields the product CCc1nc2c(cnn2CC)c(NC2CCOCC2)c1CN(C)Cc1cccc(C(=O)NCc2ccc(F)c(-c3cccc(CN4CCNCC4)c3)c2)c1. As a reaction SMILES: [CH2:1]([CH3:2])[n:3]1[n:4][cH:5][c:6]2[c:7]1[n:8][c:9]([CH2:60][CH3:61])[c:10]([CH2:19][N:20]([CH3:21])[CH2:22][c:23]1[cH:24][c:25]([C:29](=[O:30])[NH:31][CH2:32][c:33]3[cH:34][cH:35][c:36]([F:59])[c:37](-[c:39]4[cH:40][c:41]([CH2:45][N:46]5[CH2:47][CH2:48][N:49]([C:52]([O:53][C:54]([CH3:55])([CH3:56])[CH3:57])=[O:58])[CH2:50][CH2:51]5)[cH:42][cH:43][cH:44]4)[cH:38]3)[cH:26][cH:27][cH:28]1)[c:11]2[NH:12][CH:13]1[CH2:14][CH2:15][O:16][CH2:17][CH2:18]1.[Cl:74][CH2:75][Cl:76].[F:62][C:63]([F:64])([F:65])[C:66]([OH:67])=[O:68].[Na+:73].[O-:69][C:70]([OH:71])=[O:72]>>[CH2:1]([CH3:2])[n:3]1[n:4][cH:5][c:6]2[c:7]1[n:8][c:9]([CH2:60][CH3:61])[c:10]([CH2:19][N:20]([CH3:21])[CH2:22][c:23]1[cH:24][c:25]([C:29](=[O:30])[NH:31][CH2:32][c:33]3[cH:34][cH:35][c:36]([F:59])[c:37](-[c:39]4[cH:40][c:41]([CH2:45][N:46]5[CH2:47][CH2:48][NH:49][CH2:50][CH2:51]5)[cH:42][cH:43][cH:44]4)[cH:38]3)[cH:26][cH:27][cH:28]1)[c:11]2[NH:12][CH:13]1[CH2:14][CH2:15][O:16][CH2:17][CH2:18]1. Starting materials: II (I2), C(C)(C)(C)OC(C1=CC(=C(C(=C1)OCC1=CC=CC=C1)Br)OCC1=CC=CC=C1)=O (3,5-bis-benzyloxy-4-bromo-benzoic acid tert-butyl ester), C(#N)[Cu] (CuCN), [Li+].[Cl-] (LiCl), BrCC(=C)C (3-bromo-2-methyl-propene), EtOAc petroleum ether, C(C)(C)[Mg]Br (i-PrMgBr), [Li]CCCC (n-BuLi). The solvent is C1CCOC1 (THF), C1CCOC1 (THF). Conditions: temperature -78 celsius, time 2 hour. Yields the product C(C)(C)(C)OC(C1=CC(=C(C(=C1)OCC1=CC=CC=C1)CC(=C)C)OCC1=CC=CC=C1)=O (3,5-Bis-benzyloxy-4-(2-methyl-allyl)-benzoic acid tert-butyl ester). The yield is 84.1%. As a reaction SMILES: II.C([Mg]Br)(C)C.[Li]CCCC.[C:13]([O:17][C:18](=[O:42])[C:19]1[CH:24]=[C:23]([O:25][CH2:26][C:27]2[CH:32]=[CH:31][CH:30]=[CH:29][CH:28]=2)[C:22](Br)=[C:21]([O:34][CH2:35][C:36]2[CH:41]=[CH:40][CH:39]=[CH:38][CH:37]=2)[CH:20]=1)([CH3:16])([CH3:15])[CH3:14].C([Cu])#N.[Li+].[Cl-].Br[CH2:49][C:50]([CH3:52])=[CH2:51]>C1COCC1>[C:13]([O:17][C:18](=[O:42])[C:19]1[CH:24]=[C:23]([O:25][CH2:26][C:27]2[CH:32]=[CH:31][CH:30]=[CH:29][CH:28]=2)[C:22]([CH2:51][C:50]([CH3:52])=[CH2:49])=[C:21]([O:34][CH2:35][C:36]2[CH:41]=[CH:40][CH:39]=[CH:38][CH:37]=2)[CH:20]=1)([CH3:16])([CH3:15])[CH3:14] |f:5.6|. Reported procedure: To a suspension of Mg pieces (7.9 g, 0.23 mol) in THF (250 mL) was added a catalytic amount of I2, followed by addition of i-PrMgBr (15 mL, 0.16 mol) drop wise. The mixture was heated slowly until refluxed violently. After stirring for 2 hr, the resulting mixture was added to THF (200 mL) and cooled to 0° C. n-BuLi (128 mL, 2.5 M in hexane, 0.32 mol) was added drop wise at 0° C. The mixture was cooled to −78° C. and 3,5-bis-benzyloxy-4-bromo-benzoic acid tert-butyl ester (200c) (50 g, 0.107 mol)... Starting materials: CCCC[N+](CCCC)(CCCC)CCCC.[F-] (TBAF), [Si](C)(C)(C(C)(C)C)O[C@H]1[C@@H]([C@H](CCC1)NC1=C(C(=NC=C1F)C)C1=CN(C2=NC=C(C=C21)Cl)S(=O)(=O)C2=CC=C(C=C2)C)O ((1R,2R,6S)-2-[tert-butyl(dimethyl)silyl]oxy-6-[[2-methyl[5-chloro-1-(p-tolylsulfonyl)-pyrrolo[2,3-b]pyridin-3-yl]-5-fluoro-pyridin-4-yl]amino]cyclohexanol), [Si](C)(C)(C(C)(C)C)O[C@]1([C@@H]([C@H](CCC1)NC1=NC(=NC=C1F)C1=CN(C2=NC=C(C=C21)Cl)S(=O)(=O)C2=CC=C(C)C=C2)O)C ((1R,2R,6S)-2-(tert-butyldimethylsilyloxy)-6-(2-(5-chloro-1-tosyl-1H-pyrrolo[2,3-b]pyridin-3-yl)-5-fluoropyrimidin-4-ylamino)-2-methylcyclohexanol), [F-].C(CCC)[N+](CCCC)(CCCC)CCCC (tetrabutylammonium fluoride). Solvent: C1CCOC1 (THF), C(C)(=O)OCC (ethyl acetate). Run at time 1.5 hour. Product: ClC=1C=C2C(=NC1)NC=C2C2=NC=C(C(=N2)NC2(C(CCCC2)(O)C)O)F ((2-(5-chloro-1H-pyrrolo[2,3-b]pyridin-3-yl)-5-fluoro-pyrimidin-4-ylamino)-1-methylcyclohexane-1,2-diol). Reaction SMILES: [Si]([O:8][C@@H:9]1[CH2:14][CH2:13][CH2:12][C@H:11](NC2C(F)=CN=C(C)C=2C2C3C(=NC=C(Cl)C=3)N(S(C3C=CC(C)=CC=3)(=O)=O)C=2)[C@H:10]1[OH:44])(C(C)(C)C)(C)C.[Si](O[C@]1(C)CCC[C@H]([NH:59][C:60]2[C:65]([F:66])=[CH:64][N:63]=[C:62]([C:67]3[C:75]4[C:70](=[N:71][CH:72]=[C:73]([Cl:76])[CH:74]=4)[N:69](S(C4C=CC(C)=CC=4)(=O)=O)[CH:68]=3)[N:61]=2)[C@H]1O)(C(C)(C)C)(C)C.[F-].[CH2:90]([N+](CCCC)(CCCC)CCCC)CCC>C1COCC1.C(OCC)(=O)C>[Cl:76][C:73]1[CH:74]=[C:75]2[C:67]([C:62]3[N:61]=[C:60]([NH:59][C:9]4([OH:8])[CH2:14][CH2:13][CH2:12][CH2:11][C:10]4([CH3:90])[OH:44])[C:65]([F:66])=[CH:64][N:63]=3)=[CH:68][NH:69][C:70]2=[N:71][CH:72]=1 |f:2.3|. Procedure details: To a stirred solution of (1R,2R,6S)-2-[tert-butyl(dimethyl)silyl]oxy-6-[[2-methyl[5-chloro-1-(p-tolylsulfonyl)-pyrrolo[2,3-b]pyridin-3-yl]-5-fluoro-pyridin-4-yl]amino]cyclohexanol, 50f, (0.11 g; 0.16 mmol) in THF (2 mL) at room temperature, was added tetrabutylammonium fluoride (1.5 equiv) and the reaction mixture stirred for 1.5 h, at which point HPLC-analysis revealed no starting material but the de-tosylated product was observed with minor desilylation. An additional equivalent of TBAF was ad...